From a dataset of the Open Reaction Database (ORD), a public repository of structured organic reaction records. describe an organic reaction: reactants, conditions, products, and yield The reactants are [C-]#N.[Na+] (sodium cyanide), C(CCC)N1C=NC=C1 (1-butyl-1H-imidazole), NC1=C(C(=O)NC)C=C(C=C1C)Br (2-amino-5-bromo-N,3-dimethylbenzamide), CC1=CC=CC2=CC=CC=C12 (1-methylnaphthalene). The reagents and catalysts are [Cu]I (copper(I) iodide). Solvent: O (Water). The product is NC1=C(C(=O)NC)C=C(C=C1C)C#N (2-amino-5-cyano-N,3-dimethylbenzamide). As a reaction SMILES: [NH2:1][C:2]1[C:11]([CH3:12])=[CH:10][C:9](Br)=[CH:8][C:3]=1[C:4]([NH:6][CH3:7])=[O:5].CC1C2C(=CC=CC=2)C=CC=1.[C-]#N.[Na+].[CH2:28]([N:32]1C=CN=C1)CCC>[Cu]I.O>[NH2:1][C:2]1[C:11]([CH3:12])=[CH:10][C:9]([C:28]#[N:32])=[CH:8][C:3]=1[C:4]([NH:6][CH3:7])=[O:5] |f:2.3|. Procedure: A 100-mL, three-necked flask equipped with a mechanical stirrer, thermometer and condenser was charged with 2-amino-5-bromo-N,3-dimethylbenzamide (prepared by the method of Reference Example 1) (99.1% purity, 5.0 g, 0.02 mol) and 1-methylnaphthalene (20 g) while maintaining a flow of nitrogen through a gas inlet line connected to the condenser. The reaction mixture was stirred at room temperature, and sodium cyanide (ground to a powder just prior to use) (1.25 g, 0.024 mol, assuming 95% purity),... Reactants: C(C)(C)(CC(C)(C)C)C1=CC=C(C=C1)O (4-t-octylphenol), C([O-])([O-])=O.[K+].[K+] (potassium carbonate), BrCCCCCCCC (1-bromooctane). Solvent: CN(C=O)C (N,N-dimethylformamide). Reaction conditions: temperature 50 celsius. Product: C(CCCCCCC)OC1=CC=C(C=C1)C(C)(C)CC(C)(C)C (1-octyloxy-4-t-octylbenzene). Yield: 80.8%. As a reaction SMILES: [C:1]([C:9]1[CH:14]=[CH:13][C:12]([OH:15])=[CH:11][CH:10]=1)([CH2:4][C:5]([CH3:8])([CH3:7])[CH3:6])([CH3:3])[CH3:2].C(=O)([O-])[O-].[K+].[K+].Br[CH2:23][CH2:24][CH2:25][CH2:26][CH2:27][CH2:28][CH2:29][CH3:30]>CN(C)C=O>[CH2:23]([O:15][C:12]1[CH:11]=[CH:10][C:9]([C:1]([CH2:4][C:5]([CH3:8])([CH3:7])[CH3:6])([CH3:2])[CH3:3])=[CH:14][CH:13]=1)[CH2:24][CH2:25][CH2:26][CH2:27][CH2:28][CH2:29][CH3:30] |f:1.2.3|. Procedure details: To 700 ml of N,N-dimethylformamide were added 206 g of 4-t-octylphenol and 207 g of anhydrous potassium carbonate and the mixture was stirred at 50° C. To the mixture was added dropwise 251 g of 1-bromooctane and thereafter the mixture was stirred for 7 hours at 65° to 80° C. Then, after removing insoluble matter by filtration, water was added to the filtrate thus obtained and the product was extracted with ethyl acetate. The organic solvent layer was collected, washed with a saturated aqueous s... Starting materials: C(=O)([O-])[O-].[Cs+].[Cs+] (Cs2CO3), BrC=1C=C2C(=NN(C2=CC1)C1OCCCC1)C1=CN=CC(=N1)O[C@H]1CN(CCC1)C(=O)OC(C)(C)C ((3R)-tert-butyl 3-(6-(5-bromo-1-(tetrahydro-2H-pyran-2-yl)-1H-indazol-3-yl)pyrazin-2-yloxy)piperidine-1-carboxylate), C(C)(C)OC1=NC(=CN=C1)B1OC(C(O1)(C)C)(C)C (2-isopropoxy-6-(4,4,5,5-tetramethyl-1,3,2-dioxaborolan-2-yl)pyrazine). Reagents/catalysts: Cl[Cu] (CuCl), C1(=CC=CC=C1)P([C-]1C=CC=C1)C1=CC=CC=C1.[C-]1(C=CC=C1)P(C1=CC=CC=C1)C1=CC=CC=C1.[Fe+2] (1,1′-bis(diphenylphosphino)ferrocene), CC(=O)[O-].CC(=O)[O-].[Pd+2] (Pd(OAc)2). Conditions: temperature 80 celsius, time 18 hour. Product: CC(C)OC1=CN=CC(=N1)C=1C=C2C(=NN(C2=CC1)C1OCCCC1)C1=CN=CC(=N1)O[C@H]1CN(CCC1)C(=O)OC(C)(C)C (tert-butyl (3R)-3-((6-(5-(6-(1-methylethoxy)-2-pyrazinyl)-1-(tetrahydro-2H-pyran-2-yl)-1H-indazol-3-yl)-2-pyrazinyl)oxy)-1-piperidinecarboxylate). Isolated yield 58.3%. Reaction SMILES: C([O-])([O-])=O.[Cs+].[Cs+].Br[C:8]1[CH:9]=[C:10]2[C:14](=[CH:15][CH:16]=1)[N:13]([CH:17]1[CH2:22][CH2:21][CH2:20][CH2:19][O:18]1)[N:12]=[C:11]2[C:23]1[N:28]=[C:27]([O:29][C@@H:30]2[CH2:35][CH2:34][CH2:33][N:32]([C:36]([O:38][C:39]([CH3:42])([CH3:41])[CH3:40])=[O:37])[CH2:31]2)[CH:26]=[N:25][CH:24]=1.[CH:43]([O:46][C:47]1[CH:52]=[N:51][CH:50]=[C:49](B2OC(C)(C)C(C)(C)O2)[N:48]=1)([CH3:45])[CH3:44]>Cl[Cu].C1(P(C2C=CC=CC=2)[C-]2C=CC=C2)C=CC=CC=1.[C-]1(P(C2C=CC=CC=2)C2C=CC=CC=2)C=CC=C1.[Fe+2].CC([O-])=O.CC([O-])=O.[Pd+2]>[CH3:44][CH:43]([O:46][C:47]1[N:48]=[C:49]([C:8]2[CH:9]=[C:10]3[C:14](=[CH:15][CH:16]=2)[N:13]([CH:17]2[CH2:22][CH2:21][CH2:20][CH2:19][O:18]2)[N:12]=[C:11]3[C:23]2[N:28]=[C:27]([O:29][C@@H:30]3[CH2:35][CH2:34][CH2:33][N:32]([C:36]([O:38][C:39]([CH3:40])([CH3:41])[CH3:42])=[O:37])[CH2:31]3)[CH:26]=[N:25][CH:24]=2)[CH:50]=[N:51][CH:52]=1)[CH3:45] |f:0.1.2,6.7.8,9.10.11|. Procedure details: To a 50 mL round bottom flask was added CuCl (0.035 g, 0.36 mmol), Cs2CO3 (0.467 g, 1.43 mmol), 1,1′-bis(diphenylphosphino)ferrocene (0.020 g, 0.04 mmol), tert-butyl (3R)-3-((6-(5-bromo-1-(tetrahydro-2H-pyran-2-yl)-1H-indazol-3-yl)-2-pyrazinyl)oxy)-1-piperidinecarboxylate 10a (0.200 g, 0.36 mmol), Pd(OAc)2 (4.02 mg, 0.02 mmol), and 2-isopropoxy-6-(4,4,5,5-tetramethyl-1,3,2-dioxaborolan-2-yl)pyrazine (0.189 g, 0.72 mmol, CombiPhos Catalysis). The flask was sealed and evacuated under vacuum and ba... Starting materials: CC(C)(C)C(=O)Cl, [Cl-], CCOC(=O)Nc1c(F)cc(F)c(OCOC)c1C(=O)OCC, [H-], [NH4+], [Na+], C1CCOC1. Product: CCOC(=O)c1c(OCOC)c(F)cc(F)c1N(C(=O)OCC)C(=O)C(C)(C)C. Reaction SMILES: [C:26]([C:27]([CH3:28])([CH3:29])[CH3:30])(=[O:31])[Cl:32].[Cl-:33].[F:1][c:2]1[c:3]([O:20][CH2:21][O:22][CH3:23])[c:4]([C:5](=[O:6])[O:7][CH2:8][CH3:9])[c:10]([NH:14][C:15](=[O:16])[O:17][CH2:18][CH3:19])[c:11]([F:13])[cH:12]1.[H-:24].[NH4+:34].[Na+:25].[O:35]1[CH2:36][CH2:37][CH2:38][CH2:39]1>>[F:1][c:2]1[c:3]([O:20][CH2:21][O:22][CH3:23])[c:4]([C:5](=[O:6])[O:7][CH2:8][CH3:9])[c:10]([N:14]([C:15](=[O:16])[O:17][CH2:18][CH3:19])[C:26]([C:27]([CH3:28])([CH3:29])[CH3:30])=[O:31])[c:11]([F:13])[cH:12]1.